From a dataset of the Open Reaction Database (ORD), a public repository of structured organic reaction records. describe an organic reaction: reactants, conditions, products, and yield Reactants: CCn1nnc(N)n1, O=C(Cl)C1c2ccccc2COc2ccccc21. Yields the product CCn1nnc(NC(=O)C2c3ccccc3COc3ccccc32)n1. RXN SMILES: [NH2:1][c:2]1[n:3][n:4][n:5]([CH2:7][CH3:8])[n:6]1.[cH:9]1[cH:10][cH:11][cH:12][c:13]2[c:19]1[CH:18]([C:20](=[O:21])[Cl:22])[c:17]1[c:16]([cH:26][cH:25][cH:24][cH:23]1)[CH2:15][O:14]2>>[NH:1]([c:2]1[n:3][n:4][n:5]([CH2:7][CH3:8])[n:6]1)[C:20]([CH:18]1[c:17]2[c:16]([cH:26][cH:25][cH:24][cH:23]2)[CH2:15][O:14][c:13]2[cH:12][cH:11][cH:10][cH:9][c:19]21)=[O:21]. Starting materials: ClC1=CC(=NC(=N1)C)NC1=CC=CC=C1 (6-chloro-2-methyl-N-phenylpyrimidin-4-amine), CP(=O)(C)C1=CC(=C(N)C=C1)OC (4-(dimethylphosphoryl)-2-methoxyaniline), Cl (HCl). Run in CN(C)C=O (DMF), C(C)O (Ethanol). Product: CP(=O)(C)C1=CC(=C(C=C1)NC1=NC(=NC(=C1)NC1=CC=CC=C1)C)OC (N-[4-(dimethylphosphoryl)-2-methoxyphenyl]-2-methyl-N′-phenylpyrimidine-4,6-diamine). Reaction SMILES: Cl[C:2]1[N:7]=[C:6]([CH3:8])[N:5]=[C:4]([NH:9][C:10]2[CH:15]=[CH:14][CH:13]=[CH:12][CH:11]=2)[CH:3]=1.[CH3:16][P:17]([C:20]1[CH:26]=[CH:25][C:23]([NH2:24])=[C:22]([O:27][CH3:28])[CH:21]=1)([CH3:19])=[O:18].Cl>CN(C=O)C.C(O)C>[CH3:19][P:17]([C:20]1[CH:26]=[CH:25][C:23]([NH:24][C:2]2[CH:3]=[C:4]([NH:9][C:10]3[CH:15]=[CH:14][CH:13]=[CH:12][CH:11]=3)[N:5]=[C:6]([CH3:8])[N:7]=2)=[C:22]([O:27][CH3:28])[CH:21]=1)([CH3:16])=[O:18]. Procedure: To a solution of 6-chloro-2-methyl-N-phenylpyrimidin-4-amine (0.35 mmol) and 4-(dimethylphosphoryl)-2-methoxyaniline (60 mg, 0.30 mmol) in 1 mL of DMF, is added 0.36 mL of 2.5M HCl in Ethanol. The reaction mixture can be heated in a sealed tube at 140 degrees until formation of the desired compound. The reaction mixture is filtered through a syringe filter and can be purified by Prep-HPLC.